This data is from the Open Reaction Database (ORD), a public repository of structured organic reaction records. The task is: describe an organic reaction: reactants, conditions, products, and yield The reactants are CC(C)(C)OC(=O)Nc1cccc(Br)n1, CI, CN(C)C=O, [H-], [Na+], O. The product is CN(C(=O)OC(C)(C)C)c1cccc(Br)n1. RXN SMILES: [Br:1][c:2]1[cH:3][cH:4][cH:5][c:6]([NH:8][C:9]([O:10][C:11]([CH3:12])([CH3:13])[CH3:14])=[O:15])[n:7]1.[CH3:18][I:19].[CH3:20][N:21]([CH3:22])[CH:23]=[O:24].[H-:16].[Na+:17].[OH2:25]>>[Br:1][c:2]1[cH:3][cH:4][cH:5][c:6]([N:8]([C:9]([O:10][C:11]([CH3:12])([CH3:13])[CH3:14])=[O:15])[CH3:18])[n:7]1. Starting materials: CCN(C(C)C)C(C)C, O=C(Cl)N1CCN(C(=O)OCc2ccccc2)CC1, CC(C)(C)OC(=O)NCCNCc1ccc(Cl)cc1, ClCCl. Product: CC(C)(C)OC(=O)NCCN(Cc1ccc(Cl)cc1)C(=O)N1CCN(C(=O)OCc2ccccc2)CC1. RXN SMILES: [CH:39]([N:40]([CH2:41][CH3:42])[CH:43]([CH3:44])[CH3:45])([CH3:46])[CH3:47].[Cl:1][C:2](=[O:3])[N:4]1[CH2:5][CH2:6][N:7]([C:10](=[O:11])[O:12][CH2:13][c:14]2[cH:15][cH:16][cH:17][cH:18][cH:19]2)[CH2:8][CH2:9]1.[Cl:20][c:21]1[cH:22][cH:23][c:24]([CH2:25][NH:26][CH2:27][CH2:28][NH:29][C:30]([O:31][C:32]([CH3:33])([CH3:34])[CH3:35])=[O:36])[cH:37][cH:38]1.[Cl:48][CH2:49][Cl:50]>>[C:2](=[O:3])([N:4]1[CH2:5][CH2:6][N:7]([C:10](=[O:11])[O:12][CH2:13][c:14]2[cH:15][cH:16][cH:17][cH:18][cH:19]2)[CH2:8][CH2:9]1)[N:26]([CH2:25][c:24]1[cH:23][cH:22][c:21]([Cl:20])[cH:38][cH:37]1)[CH2:27][CH2:28][NH:29][C:30]([O:31][C:32]([CH3:33])([CH3:34])[CH3:35])=[O:36]. The reactants are O=C(c1ccc(OCCCBr)cc1O)C(F)(F)F, c1ccc(P(c2ccccc2)c2ccccc2)cc1. Yields the product [Br-], O=C(c1ccc(OCCC[P+](c2ccccc2)(c2ccccc2)c2ccccc2)cc1O)C(F)(F)F. RXN SMILES: [F:1][C:2]([C:3](=[O:4])[c:5]1[c:6]([OH:16])[cH:7][c:8]([O:9][CH2:10][CH2:11][CH2:12][Br:13])[cH:14][cH:15]1)([F:17])[F:18].[c:19]1([P:25]([c:26]2[cH:27][cH:28][cH:29][cH:30][cH:31]2)[c:32]2[cH:33][cH:34][cH:35][cH:36][cH:37]2)[cH:20][cH:21][cH:22][cH:23][cH:24]1>>[Br-:13].[F:1][C:2]([C:3](=[O:4])[c:5]1[c:6]([OH:16])[cH:7][c:8]([O:9][CH2:10][CH2:11][CH2:12][P+:25]([c:19]2[cH:20][cH:21][cH:22][cH:23][cH:24]2)([c:26]2[cH:27][cH:28][cH:29][cH:30][cH:31]2)[c:32]2[cH:33][cH:34][cH:35][cH:36][cH:37]2)[cH:14][cH:15]1)([F:17])[F:18].